From a dataset of the Open Reaction Database (ORD), a public repository of structured organic reaction records. describe an organic reaction: reactants, conditions, products, and yield The reactants are C(C)(=O)C=1C=CC(NC1C=CN(C)C)=O (5-acetyl-6-(2-dimethylaminoethenyl)-2(1H)-pyridinone), C(=N)N (formamidine), C(C)(=O)[O-].[NH4+] (ammonium acetate). Product: CC1=C2C=CC(NC2=CC=N1)=O (5-methyl-1,6-naphthyridin-2(1H)-one). RXN SMILES: [C:1]([C:4]1[CH:5]=[CH:6][C:7](=[O:15])[NH:8][C:9]=1[CH:10]=[CH:11][N:12](C)C)(=O)[CH3:2].C(N)=N.C([O-])(=O)C.[NH4+]>>[CH3:2][C:1]1[N:12]=[CH:11][CH:10]=[C:9]2[C:4]=1[CH:5]=[CH:6][C:7](=[O:15])[NH:8]2 |f:2.3|. Reported procedure: The process according to claim 12 which comprises reacting 5-acetyl-6-(2-dimethylaminoethenyl)-2(1H)-pyridinone with formamidine or ammonium acetate to produce 5-methyl-1,6-naphthyridin-2(1H)-one. The reactants are C1CCCCCCCC1 (cyclononane), ON1C(C=2C(C1=O)=CC=CC2)=O (N-hydroxyphthalimide), Co(AA)2, C(C)(=O)O (acetic acid), resultant mixture, O=O (oxygen), C1CCCCCCCC1 (cyclononane). Product: C1(CCCCCCCC1)=O (cyclononanone), C(CCCCCCCC(=O)O)(=O)O (azelaic acid). Isolated yield 42.0%. Reaction SMILES: [CH2:1]1[CH2:9][CH2:8][CH2:7][CH2:6][CH2:5][CH2:4][CH2:3][CH2:2]1.[OH:10]N1[C:15](=O)[C:14]2=[CH:17][CH:18]=[CH:19][CH:20]=[C:13]2[C:12]1=[O:21].[O:22]=O.[C:24]([OH:27])(=[O:26])C>>[C:1]1(=[O:10])[CH2:9][CH2:8][CH2:7][CH2:6][CH2:5][CH2:4][CH2:3][CH2:2]1.[C:24]([OH:27])(=[O:26])[CH2:15][CH2:14][CH2:17][CH2:18][CH2:19][CH2:20][CH2:13][C:12]([OH:21])=[O:22]. Procedure: To 25 milliliters of acetic acid were added 1.26 grams (10 millimoles) of cyclononane, 0.13 gram (0.8 millimole) of N-hydroxyphthalimide and 0.015 gram (0.06 millimole) of Co(AA)2, and the resultant mixture was stirred in an oxygen atmosphere at a temperature of 100° C. for six hours. Products in the reaction mixture were analyzed by means of gas chromatography, which showed that cyclononane was transformed into cyclononanone (yield 46%) and azelaic acid (yield 42%) with a transformation rate of... Reactants: O=C1CC(CO1)C(=O)[O-] (5-oxotetrahydrofuran-3-carboxylate), C(C)(C)(C)OC(=O)C(CC(=O)O)=C(C(N(C\C=C\C1=CC=CC=C1)[C@@H]([C@H](CC=1OC(=CC1)C(NC1=CC=CC=C1)=O)C1=CC2=C(C=C1)OCO2)C)=O)O (3-(tert-butoxycarbonyl)-4-hydroxy-4-[N-[(1R,2R)-1-methyl-2-(3,4-methylenedioxyphenyl)-3-{5-(phenylcarbamoyl)-2-furyl}propyl]-N-{(E)-3-phenyl-2-propenyl}carbamoyl]-3-butenoic acid). The product is C(C)(C)OC(=O)C(CC(=O)O)=C(C(N(C\C=C\C1=CC=CC=C1)C(C(CC=1OC(=CC1)C(NC1=CC=CC=C1)=O)C1=CC2=C(C=C1)OCO2)C)=O)O (3-(isopropoxycarbonyl)-4-hydroxy-4-[N-[(1RS,2RS)-1-methyl-2-(3,4-methylenedioxyphenyl)-3-{5-(phenylcarbamoyl)-2-furyl}propyl]-N-{(E)-3-phenyl-2-propenyl}carbamoyl]-3-butenoic acid). Isolated yield 17.0%. RXN SMILES: O=C1OCC(C([O-])=O)C1.[C:10]([O:14][C:15]([C:17](=[C:22]([OH:62])[C:23](=[O:61])[N:24]([C@H:34]([CH3:60])[C@@H:35]([C:51]1[CH:56]=[CH:55][C:54]2[O:57][CH2:58][O:59][C:53]=2[CH:52]=1)[CH2:36][C:37]1[O:38][C:39]([C:42](=[O:50])[NH:43][C:44]2[CH:49]=[CH:48][CH:47]=[CH:46][CH:45]=2)=[CH:40][CH:41]=1)[CH2:25]/[CH:26]=[CH:27]/[C:28]1[CH:33]=[CH:32][CH:31]=[CH:30][CH:29]=1)[CH2:18][C:19]([OH:21])=[O:20])=[O:16])(C)([CH3:12])[CH3:11]>>[CH:10]([O:14][C:15]([C:17](=[C:22]([OH:62])[C:23](=[O:61])[N:24]([CH:34]([CH3:60])[CH:35]([C:51]1[CH:56]=[CH:55][C:54]2[O:57][CH2:58][O:59][C:53]=2[CH:52]=1)[CH2:36][C:37]1[O:38][C:39]([C:42](=[O:50])[NH:43][C:44]2[CH:49]=[CH:48][CH:47]=[CH:46][CH:45]=2)=[CH:40][CH:41]=1)[CH2:25]/[CH:26]=[CH:27]/[C:28]1[CH:29]=[CH:30][CH:31]=[CH:32][CH:33]=1)[CH2:18][C:19]([OH:21])=[O:20])=[O:16])([CH3:12])[CH3:11]. Reported procedure: 56 mg of isopropyl (2RS,3RS)-2-[N-(1RS,2RS)-1-methyl-2-(3,4-methylenedioxyphenyl)-3-{5-(phenylcarbamoyl)-2-furyl}propyl]-N-{(E)-3-phenyl-2-propenyl}carbamoyl]-5-oxotetrahydrofuran-3-carboxylate was subjected to the same reactions as in Example 1(2) to (4) to give 10 mg (yield: 17%) of the title compound. The reactants are C(C)(C)(C)C=1C=C(C=C(C1)COCC)C(C)=O (1-(3-tert-Butyl-5-ethoxymethylphenyl)ethanone), [Br-].[Br-].[Br-].C1(=CC=CC=C1)[N+](C)(C)C.C1(=CC=CC=C1)[N+](C)(C)C.C1(=CC=CC=C1)[N+](C)(C)C (phenyltrimethylammonium tribromide). Run in CO.C1CCOC1 (methanol THF). Product: BrCC(=O)C1=CC(=CC(=C1)COCC)C(C)(C)C (2-Bromo-1-(3-tert-butyl-5-ethoxymethylphenyl)ethanone). Yield: 132.8%. Reaction SMILES: [C:1]([C:5]1[CH:6]=[C:7]([C:15](=[O:17])[CH3:16])[CH:8]=[C:9]([CH2:11][O:12][CH2:13][CH3:14])[CH:10]=1)([CH3:4])([CH3:3])[CH3:2].[Br-:18].[Br-].[Br-].C1([N+](C)(C)C)C=CC=CC=1.C1([N+](C)(C)C)C=CC=CC=1.C1([N+](C)(C)C)C=CC=CC=1>CO.C1COCC1>[Br:18][CH2:16][C:15]([C:7]1[CH:8]=[C:9]([CH2:11][O:12][CH2:13][CH3:14])[CH:10]=[C:5]([C:1]([CH3:2])([CH3:4])[CH3:3])[CH:6]=1)=[O:17] |f:1.2.3.4.5.6,7.8|. Reported procedure: 1-(3-tert-Butyl-5-ethoxymethylphenyl)ethanone (O2.008; 550 mg) was dissolved in methanol/THF (10 ml/10 ml), admixed with phenyltrimethylammonium tribromide (882 mg) while stirring and stirred at RT for 2 h. Subsequently, the reaction mixture was poured onto DCM (200 ml) and washed thoroughly once with 5% sodium thiosulfate solution and once with water. Then the DCM phase was dried and concentrated. The residue was purified using silica gel (40 g cartridge, n-heptane/EA gradient of 0-50% in 30 mi... Starting materials: CCc1nc(I)cn1CCN, Cc1ccc(CCC=O)cc1F. The product is CCc1nc(I)c2n1CCNC2CCc1ccc(C)c(F)c1. RXN SMILES: [CH2:1]([CH3:2])[c:3]1[n:4]([CH2:9][CH2:10][NH2:11])[cH:5][c:6]([I:8])[n:7]1.[F:12][c:13]1[cH:14][c:15]([CH2:20][CH2:21][CH:22]=[O:23])[cH:16][cH:17][c:18]1[CH3:19]>>[CH2:1]([CH3:2])[c:3]1[n:4]2[c:5]([c:6]([I:8])[n:7]1)[CH:22]([CH2:21][CH2:20][c:15]1[cH:14][c:13]([F:12])[c:18]([CH3:19])[cH:17][cH:16]1)[NH:11][CH2:10][CH2:9]2.